This data is from the Open Reaction Database (ORD), a public repository of structured organic reaction records. The task is: describe an organic reaction: reactants, conditions, products, and yield Reactants: BrC=1C(=NC=C(C(=O)NC2=CC=C(C=C2)SC(F)(F)Cl)C1)Cl (5-bromo-6-chloro-N-(4-((chlorodifluoromethyl)thio)phenyl)nicotinamide), N1C[C@@H](CC1)O ((R)-pyrrolidin-3-ol). Product: BrC=1C(=NC=C(C(=O)NC2=CC=C(C=C2)SC(F)(F)Cl)C1)N1C[C@@H](CC1)O ((R)-5-Bromo-N-(4-((chlorodifluoromethyl)thio)phenyl)-6-(3-hydroxypyrrolidin-1-yl)nicotinamide). Reaction SMILES: [Br:1][C:2]1[C:3](Cl)=[N:4][CH:5]=[C:6]([CH:21]=1)[C:7]([NH:9][C:10]1[CH:15]=[CH:14][C:13]([S:16][C:17]([Cl:20])([F:19])[F:18])=[CH:12][CH:11]=1)=[O:8].[NH:23]1[CH2:27][CH2:26][C@@H:25]([OH:28])[CH2:24]1>>[Br:1][C:2]1[C:3]([N:23]2[CH2:27][CH2:26][C@@H:25]([OH:28])[CH2:24]2)=[N:4][CH:5]=[C:6]([CH:21]=1)[C:7]([NH:9][C:10]1[CH:15]=[CH:14][C:13]([S:16][C:17]([Cl:20])([F:19])[F:18])=[CH:12][CH:11]=1)=[O:8]. Procedure: The title compound was prepared in an analogous fashion to that described infashion to that described in Stage 33.1 using 5-bromo-6-chloro-N-(4-((chlorodifluoromethyl)thio)phenyl)nicotinamide (Stage 217.2) and (R)-pyrrolidin-3-ol to afford an off-white crystalline solid. HPLC (Condition 4) tR=5.97 min, UPLC-MS (Condition 3) tR=1.19 min, m/z=478.2/480.1 [M+H]+. Reactants: Cc1cc(C)cc(C(=O)O)c1, NCc1ccc(F)cc1. Reagents/catalysts: CN(C)C(=[N+](C)C)ON1C2=C(C=CC=N2)N=N1.F[P-](F)(F)(F)(F)F (HATU). Solvent: CN(C)C=O (DMF), CN(C)C=O (DMF), CN(C)C=O (DMF), CN(C)C=O (DMF), CN(C)C=O (DMF), CN(C)C=O (DMF). Reaction conditions: temperature 25 celsius, time 2 hour. The product is Cc1cc(C)cc(C(=O)NCc2ccc(F)cc2)c1. Isolated yield 38.6%. RXN SMILES: NCc1ccc(F)cc1.Cc1cc(C)cc(C(=O)O)c1.CN(C)C(=[N+](C)C)ON1C2=C(C=CC=N2)N=N1.F[P-](F)(F)(F)(F)F.CN(C)C=O>>Cc1cc(C)cc(C(=O)NCc2ccc(F)cc2)c1. Reagents/catalysts: [N+](=O)([O-])[O-].[Ag+] (silver nitrate). Yields the product C1(=CC=CC=C1)C=1S(C(N(N1)I)=O)CC#C (2-phenyl-4-iodopropargyl-1,3,4-thiadiazolin-5-one). Reaction SMILES: [C:1]1([C:7]2[S:8][C:9](=[O:15])[N:10](CC#C)[N:11]=2)[CH:6]=[CH:5][CH:4]=[CH:3][CH:2]=1.[I:16]N1C(=O)CCC1=O.[CH3:24][C:25]([CH3:27])=O>[N+]([O-])([O-])=O.[Ag+]>[C:1]1([C:7]2[SH:8]([CH2:24][C:25]#[CH:27])[C:9](=[O:15])[N:10]([I:16])[N:11]=2)[CH:2]=[CH:3][CH:4]=[CH:5][CH:6]=1 |f:3.4|. Conditions: time 20 hour. Reported procedure: To the solution of 2-phenyl-4-propargyl-1,3,4-thiadiazolin-5-one (1.6 g, 7.4 mmole) in dry acetone (25 ml) under nitrogen with magnetic stirring was added catalytic amount of silver nitrate 0.1 g, 0.58 mmole), followed by N-iodosuccinimide (1.85 g, 8.15 mmole). The reaction mixture was stirred at room temperature for 20 hours. The solid was filtered off by suction-filtration through a Celite filter. The filtrate was diluted with water (200 ml) and extracted with ethyl acetate (2×100 ml). The org... Starting materials: C1(=CC=CC=C1)C=1SC(N(N1)CC#C)=O (2-phenyl-4-propargyl-1,3,4-thiadiazolin-5-one), CC(=O)C (acetone), IN1C(CCC1=O)=O (N-iodosuccinimide). The reactants are COC(=O)c1cc(OCc2ccccc2)c(OCc2ccccc2)c(OCc2ccccc2)c1, CC(C)O, [K+], [OH-], O. As a reaction SMILES: [CH2:1]([c:2]1[cH:3][cH:4][cH:5][cH:6][cH:7]1)[O:8][c:9]1[cH:10][c:11]([C:12](=[O:13])[O:14][CH3:15])[cH:16][c:17]([O:27][CH2:28][c:29]2[cH:30][cH:31][cH:32][cH:33][cH:34]2)[c:18]1[O:19][CH2:20][c:21]1[cH:22][cH:23][cH:24][cH:25][cH:26]1.[CH3:38][CH:39]([OH:40])[CH3:41].[K+:36].[OH-:35].[OH2:37]>>[CH2:1]([c:2]1[cH:3][cH:4][cH:5][cH:6][cH:7]1)[O:8][c:9]1[cH:10][c:11]([C:12](=[O:13])[OH:14])[cH:16][c:17]([O:27][CH2:28][c:29]2[cH:30][cH:31][cH:32][cH:33][cH:34]2)[c:18]1[O:19][CH2:20][c:21]1[cH:22][cH:23][cH:24][cH:25][cH:26]1. Product: O=C(O)c1cc(OCc2ccccc2)c(OCc2ccccc2)c(OCc2ccccc2)c1. The reactants are C(C)(C)(C)OC(=O)N1[C@H](C(=O)O)C[C@@H](O)C1 (N-tert-Butoxycarbonyl (4R)-hydroxyproline), [H-].[Na+] (sodium hydride), C(C=C)Br (Allyl bromide). Run in O1CCCC1 (tetrahydrofuran). Reaction conditions: time 2 hour. The product is C(C)(C)(C)OC(=O)N1[C@H](C(=O)O)C[C@H](C1)OCC=C (N-tert-Butoxycarbonyl-4 (R)-allyloxyproline). Yield: 46.1%. As a reaction SMILES: [C:1]([O:5][C:6]([N:8]1[CH2:16][C@H:14]([OH:15])[CH2:13][C@H:9]1[C:10]([OH:12])=[O:11])=[O:7])([CH3:4])([CH3:3])[CH3:2].[H-].[Na+].[CH2:19](Br)[CH:20]=[CH2:21]>O1CCCC1>[C:1]([O:5][C:6]([N:8]1[CH2:16][C@H:14]([O:15][CH2:21][CH:20]=[CH2:19])[CH2:13][C@H:9]1[C:10]([OH:12])=[O:11])=[O:7])([CH3:4])([CH3:2])[CH3:3] |f:1.2|. Procedure: N-tert-Butoxycarbonyl (4R)-hydroxyproline (9.25 g, 40 mmol) was added to a solution of 60% sodium hydride (3.36 g, 84 mmol) in 100 ml of anhydrous tetrahydrofuran and stirred for 2 hours at room temperature. Allyl bromide (6.9 ml, 80 mmol) was added to the mixture and refluxed for 6 hours. The mixture was quenched with the addition of ice chips, then additional water was added and the mixture was washed with hexane. The aqueous layer was acidified with 10% sodium hydrogen sulfate and extracted w... Reactants: FC(C=1C=C(C=CC1)NC(=O)N)(F)F (N-[3-(trifluoromethyl)phenyl]urea), polyphosphoric acid ethyl ester, C(#N)C1=CC=C(C=O)C=C1 (4-cyanobenzaldehyde), O=C(CC(=O)OCC)C (ethyl 3-oxobutanoate). Solvent: O1CCCC1 (tetrahydrofuran). The product is C(#N)C1=CC=C(C=C1)C1NC(N(C(=C1C(=O)OCC)C)C1=CC(=CC=C1)C(F)(F)F)=O (Ethyl 4-(4-cyanophenyl)-6-methyl-2-oxo-1-[3-(trifluoromethyl)phenyl]-1,2,3,4-tetrahydro-5-pyrimidinecarboxylate). As a reaction SMILES: [F:1][C:2]([F:14])([F:13])[C:3]1[CH:4]=[C:5]([NH:9][C:10]([NH2:12])=[O:11])[CH:6]=[CH:7][CH:8]=1.[C:15]([C:17]1[CH:24]=[CH:23][C:20]([CH:21]=O)=[CH:19][CH:18]=1)#[N:16].O=[C:26]([CH3:33])[CH2:27][C:28]([O:30][CH2:31][CH3:32])=[O:29]>O1CCCC1>[C:15]([C:17]1[CH:24]=[CH:23][C:20]([CH:21]2[C:27]([C:28]([O:30][CH2:31][CH3:32])=[O:29])=[C:26]([CH3:33])[N:9]([C:5]3[CH:6]=[CH:7][CH:8]=[C:3]([C:2]([F:13])([F:14])[F:1])[CH:4]=3)[C:10](=[O:11])[NH:12]2)=[CH:19][CH:18]=1)#[N:16]. Procedure: 7.0 g (34.29 mmol) N-[3-(trifluoromethyl)phenyl]urea, 8.99 g (68.58 mmol) 4-cyanobenzaldehyde, 8.92 g (68.58 mmol) ethyl 3-oxobutanoate and 20 g polyphosphoric acid ethyl ester are suspended in 250 ml of tetrahydrofuran. The mixture is stirred at reflux for 18 hours. After cooling down to room temperature, the solvent is removed in vacuo and the residue is purified by column chromatography on silica with cyclohexane/ethyl acetate as eluent. Reactants: CCOC(C)=O, CO, CCOC(=O)Nc1cc([N+](=O)[O-])ccc1S(=O)(=O)Nc1cc2c(cc1F)COB2O, [H][H]. Yields the product CCOC(=O)Nc1cc(N)ccc1S(=O)(=O)Nc1cc2c(cc1F)COB2O. As a reaction SMILES: [CH3:31][CH2:32][O:33][C:34]([CH3:35])=[O:36].[CH3:39][OH:40].[F:1][c:2]1[cH:3][c:4]2[c:5]([cH:10][c:11]1[NH:12][S:13](=[O:14])(=[O:15])[c:16]1[c:17]([NH:25][C:26]([O:27][CH2:28][CH3:29])=[O:30])[cH:18][c:19]([N+:22]([O-:23])=[O:24])[cH:20][cH:21]1)[B:6]([OH:9])[O:7][CH2:8]2.[H:37][H:38]>>[F:1][c:2]1[cH:3][c:4]2[c:5]([cH:10][c:11]1[NH:12][S:13](=[O:14])(=[O:15])[c:16]1[c:17]([NH:25][C:26]([O:27][CH2:28][CH3:29])=[O:30])[cH:18][c:19]([NH2:22])[cH:20][cH:21]1)[B:6]([OH:9])[O:7][CH2:8]2. Starting materials: C(C=C)N1C(C2(C(CC1=O)C1=CC(=CC=C1)Cl)C(NC1=CC(=CC=C12)Br)=O)C1(CC1)C.COC(C)[Si](C)(C)C (racemic (2′R,3R,4′S)-1′-allyl-6-bromo-4′-(3-chlorophenyl)-2′-(1-methyl cyclopropyl)-2,3-dihydro-2,6′-dioxospiro[indole-3,3′-piperidine] 1-methoxyethyl trimethylsilane), C[N+]1(CCOCC1)[O-] (N-methylmorpholine N-oxide), CC(=O)C (acetone). The reagents and catalysts are O=[Os](=O)(=O)=O (OsO4), O (water). Reaction conditions: time 1 hour. The product is BrC1=CC=C2C(=C1)NC(C21C(N(C(CC1C1=CC(=CC=C1)Cl)=O)CC(CO)O)C1(CC1)C)=O.COC(C)[Si](C)(C)C (racemic (2′R,3R,4′S)-6-bromo-4′-(3-chlorophenyl)-1′-(2,3-dihydroxy-propyl)-2′-(1-methyl cyclopropyl)-2,3-dihydro-2,6′-dioxospiro[indole-3,3′-piperidine] 1-methoxyethyl trimethylsilane). Isolated yield 37.0%. Reaction SMILES: C([N:4]1[C:9](=[O:10])[CH2:8][CH:7]([C:11]2[CH:16]=[CH:15][CH:14]=[C:13]([Cl:17])[CH:12]=2)[C:6]2([C:25]3[C:20](=[CH:21][C:22]([Br:26])=[CH:23][CH:24]=3)[NH:19][C:18]2=[O:27])[CH:5]1[C:28]1([CH3:31])[CH2:30][CH2:29]1)C=C.[CH3:32][O:33][CH:34]([Si:36]([CH3:39])([CH3:38])[CH3:37])[CH3:35].C[N+]1([O-])CCOCC1.[CH3:48][C:49]([CH3:51])=[O:50]>O.O=[Os](=O)(=O)=O>[Br:26][C:22]1[CH:21]=[C:20]2[NH:19][C:18](=[O:27])[C:6]3([CH:7]([C:11]4[CH:16]=[CH:15][CH:14]=[C:13]([Cl:17])[CH:12]=4)[CH2:8][C:9](=[O:10])[N:4]([CH2:48][CH:49]([OH:50])[CH2:51][OH:33])[CH:5]3[C:28]3([CH3:31])[CH2:30][CH2:29]3)[C:25]2=[CH:24][CH:23]=1.[CH3:32][O:33][CH:34]([Si:36]([CH3:39])([CH3:38])[CH3:37])[CH3:35] |f:0.1,6.7|. Procedure details: To a mixture of racemic (2′R,3R,4′S)-1′-allyl-6-bromo-4′-(3-chlorophenyl)-2′-(1-methyl cyclopropyl)-2,3-dihydro-2,6′-dioxospiro[indole-3,3′-piperidine]-1-methoxyethyl trimethylsilane (100 mg, 0.16 mmol), N-methylmorpholine N-oxide (30 mg, 0.22 mmol) and 3 drops of water in acetone (3 mL) was added OsO4 (10 mg, 0.04 mmol). The mixture was stirred at room temperature for 1 h, then purified by Prep-HPLC to give the title compound as a white solid (40 mg, 37%). Reaction SMILES: [CH3:21][CH2:22][O:23][C:24](=[O:25])[CH3:26].[CH3:28][N:29]([CH3:30])[CH:31]=[O:32].[Cl:1][c:2]1[cH:3][cH:4][c:5]2[c:6]([n:7]([CH2:12][CH:13]3[O:14][CH2:15][CH2:16][O:17]3)[c:8](=[O:11])[cH:9][n:10]2)[n:18]1.[Cs+:20].[F-:19].[OH2:27]>>[c:2]1([F:19])[cH:3][cH:4][c:5]2[c:6]([n:7]([CH2:12][CH:13]3[O:14][CH2:15][CH2:16][O:17]3)[c:8](=[O:11])[cH:9][n:10]2)[n:18]1. Starting materials: CCOC(C)=O, CN(C)C=O, O=c1cnc2ccc(Cl)nc2n1CC1OCCO1, [Cs+], [F-], O. Product: O=c1cnc2ccc(F)nc2n1CC1OCCO1. Reactants: NC1=CC=CC=C1 (aniline), NC(=O)N (urea), C12CN(CC(CC1)O2)C2=C1C(=NC(=N2)C2=CC=C(C=C2)NC(=O)NCC)N(N=C1)C1CCN(CC1)C(=O)OCC (ethyl 4-(4-(8-oxa-3-azabicyclo[3.2.1]octan-3-yl)-6-(4-(3-ethylureido)phenyl)-1H-pyrazolo[3,4-d]pyrimidin-1-yl)piperidine-1-carboxylate), CN1CCN(CC1)C1=CC=C(C=N1)N (6-(4-methylpiperazin-1-yl)pyridin-3-amine). Product: C12COCC(CC1)N2C2=C1C(=NC(=N2)C2=CC=C(C=C2)NC(=O)NC=2C=NC(=CC2)N2CCN(CC2)C)N(N=C1)CC (1-(4-(4-(3-oxa-8-azabicyclo[3.2.1]octan-8-yl)-1-ethyl-1H-pyrazolo[3,4-d]pyrimidin-6-yl)phenyl)-3-(6-(4-methylpiperazin-1-yl)pyridin-3-yl)urea). As a reaction SMILES: NC(N)=O.[CH:5]12[O:12][CH:9](CC1)[CH2:8][N:7]([C:13]1[N:18]=[C:17]([C:19]3[CH:24]=[CH:23][C:22]([NH:25][C:26](NCC)=[O:27])=[CH:21][CH:20]=3)[N:16]=[C:15]3[N:31]([CH:34]4CCN(C(OCC)=O)C[CH2:35]4)[N:32]=[CH:33][C:14]=13)[CH2:6]2.[CH3:45][N:46]1[CH2:51][CH2:50][N:49]([C:52]2[N:57]=[CH:56][C:55]([NH2:58])=[CH:54][CH:53]=2)[CH2:48][CH2:47]1.N[C:60]1C=CC=C[CH:61]=1>>[CH:8]12[N:7]([C:13]3[N:18]=[C:17]([C:19]4[CH:20]=[CH:21][C:22]([NH:25][C:26]([NH:58][C:55]5[CH:56]=[N:57][C:52]([N:49]6[CH2:50][CH2:51][N:46]([CH3:45])[CH2:47][CH2:48]6)=[CH:53][CH:54]=5)=[O:27])=[CH:23][CH:24]=4)[N:16]=[C:15]4[N:31]([CH2:34][CH3:35])[N:32]=[CH:33][C:14]=34)[CH:6]([CH2:60][CH2:61]1)[CH2:5][O:12][CH2:9]2. Procedure: A urea formation procedure similar to that used for the synthesis of ethyl 4-(4-(8-oxa-3-azabicyclo[3.2.1]octan-3-yl)-6-(4-(3-ethylureido)phenyl)-1H-pyrazolo[3,4-d]pyrimidin-1-yl)piperidine-1-carboxylate is used, utilizing 6-(4-methylpiperazin-1-yl)pyridin-3-amine as the aniline component. (56%, MS=569.5 (M+H))